From a dataset of the Open Reaction Database (ORD), a public repository of structured organic reaction records. describe an organic reaction: reactants, conditions, products, and yield The reactants are CC1=CC=C2C=CC=NC2=C1 (7-Methylquinoline), ClC=1C=C(C(=O)OO)C=CC1 (3-Chloroperoxybenzoic acid). The solvent is C(Cl)Cl (methylene chloride). Reaction conditions: time 1 hour. The product is CC1=CC=C2C=CC=[N+](C2=C1)[O-] (7-Methylquinoline N-oxide). Isolated yield 90.9%. Reaction SMILES: [CH3:1][C:2]1[CH:11]=[C:10]2[C:5]([CH:6]=[CH:7][CH:8]=[N:9]2)=[CH:4][CH:3]=1.ClC1C=C(C=CC=1)C(OO)=[O:17]>C(Cl)Cl>[CH3:1][C:2]1[CH:11]=[C:10]2[C:5]([CH:6]=[CH:7][CH:8]=[N+:9]2[O-:17])=[CH:4][CH:3]=1. Reported procedure: 7-Methylquinoline (1-1, 240 g, 1.7 mol, 1.0 equiv) was dissolved in methylene chloride (5 L, 0.34 M). 3-Chloroperoxybenzoic acid (488 g, 2.2 mol, 1.3 equiv) was added portionwise with cooling so that the reaction temperature did not rise above 34° C. After stirring for 1 h, the reaction mixture was quenched with 2 L of 1N aqueous NaOH and the product was extracted with methylene chloride. The combined organic layers were washed with saturated aqueous sodium bicarbonate, dried over MgSO4 and filt... Starting materials: C(C1=CC=CC=C1)NC(=N)NN=CC1=C(C=CC=C1Cl)Cl (1-benzyl-3-(2,6-dichlorobenzylideneamino)guanidine), C(C)O (ethanol), Cl (hydrogen chloride). The solvent is C(C)(C)O (isopropyl alcohol). Product: Cl.C(C1=CC=CC=C1)NC(=N)NN=CC1=C(C=CC=C1Cl)Cl (1-Benzyl-3-(2,6-dichlorobenzylideneamino)guanidine hydrochloride). Reaction SMILES: [CH2:1]([NH:8][C:9]([NH:11][N:12]=[CH:13][C:14]1[C:19]([Cl:20])=[CH:18][CH:17]=[CH:16][C:15]=1[Cl:21])=[NH:10])[C:2]1[CH:7]=[CH:6][CH:5]=[CH:4][CH:3]=1.C(O)C.Cl>C(O)(C)C>[ClH:20].[CH2:1]([NH:8][C:9]([NH:11][N:12]=[CH:13][C:14]1[C:15]([Cl:21])=[CH:16][CH:17]=[CH:18][C:19]=1[Cl:20])=[NH:10])[C:2]1[CH:3]=[CH:4][CH:5]=[CH:6][CH:7]=1 |f:4.5|. Procedure: To a solution of 2.00 g. of 1-benzyl-3-(2,6-dichlorobenzylideneamino)guanidine in 40 ml. of absolute ethanol is added 20 ml. of 3.75 N hydrogen chloride in isopropyl alcohol. The mixture is evaporated under reduced pressure, giving the desired product as a colorless solid, m.p. 58°-68° C. Starting materials: NC1=C(C=2CCCCC2C=C1)C(=O)OC (methyl 2-amino-5,6,7,8-tetrahydro-1-naphthoate), [N+](=O)([O-])C1=C(C=CC=C1)S(=O)(=O)Cl (2-nitrobenzenesulfonyl chloride). Solvent: N1=CC=CC=C1 (pyridine). Conditions: time 24 hour. Product: [N+](=O)([O-])C1=C(C=CC=C1)S(=O)(=O)NC1=C(C=2CCCCC2C=C1)C(=O)OC (methyl 2-{[(2-nitrophenyl)sulfonyl]amino}-5,6,7,8-tetrahydro-1-naphthalenecarboxylate). Isolated yield 65.8%. RXN SMILES: [NH2:1][C:2]1[CH:11]=[CH:10][C:9]2[CH2:8][CH2:7][CH2:6][CH2:5][C:4]=2[C:3]=1[C:12]([O:14][CH3:15])=[O:13].[N+:16]([C:19]1[CH:24]=[CH:23][CH:22]=[CH:21][C:20]=1[S:25](Cl)(=[O:27])=[O:26])([O-:18])=[O:17]>N1C=CC=CC=1>[N+:16]([C:19]1[CH:24]=[CH:23][CH:22]=[CH:21][C:20]=1[S:25]([NH:1][C:2]1[CH:11]=[CH:10][C:9]2[CH2:8][CH2:7][CH2:6][CH2:5][C:4]=2[C:3]=1[C:12]([O:14][CH3:15])=[O:13])(=[O:27])=[O:26])([O-:18])=[O:17]. Reported procedure: A solution of Example 418A (4.74 g, 23.09 mmol) in pyridine (46 mL) was treated with 2-nitrobenzenesulfonyl chloride (5.37 g, 24.25 mmol), stirred 24 hours, concentrated, diluted with ethyl acetate (150 mL), washed with 1N HCl (2×100 mL) and brine (100 mL), dried (MgSO4), filtered, and concentrated. The residue was purified by column chromatography (3:1 hexanes/ethyl acetate) to provide the desired product (5.93 g, 66%). MS (ESI(+)) m/e 408 (M+NH4)+; MS (ESI(−)) m/e 389 (M−H)−; 1H NMR (300 MHz, ... Reactants: Cl.C(C1=CC=CC=C1)OC1=C2CCCC(C2=CC=C1)C(=O)N(CC=1C=NNC1)C=1C=NC(=CC1)C(C)C (5-benzyloxy-N-(6-isopropylpyridin-3-yl)-N-[(pyrazol-4-yl)methyl]-1,2,3,4-tetrahydronaphthalene-1-carboxamide hydrochloride), Cl.ClCCN1CCCCC1 (1-(2-chloroethyl)piperidine hydrochloride). The product is C(C1=CC=CC=C1)OC1=C2CCCC(C2=CC=C1)C(=O)N(CC=1C=NN(C1)CCN1CCCCC1)C=1C=NC(=CC1)C(C)C (5-benzyloxy-N-(6-isopropylpyridin-3-yl)-N-{[1-(2-piperidinoethyl)pyrazol-4-yl]methyl}-1,2,3,4-tetrahydronaphthalene-1-carboxamide). The yield is 86.2%. RXN SMILES: Cl.[CH2:2]([O:9][C:10]1[CH:19]=[CH:18][CH:17]=[C:16]2[C:11]=1[CH2:12][CH2:13][CH2:14][CH:15]2[C:20]([N:22]([C:29]1[CH:30]=[N:31][C:32]([CH:35]([CH3:37])[CH3:36])=[CH:33][CH:34]=1)[CH2:23][C:24]1[CH:25]=[N:26][NH:27][CH:28]=1)=[O:21])[C:3]1[CH:8]=[CH:7][CH:6]=[CH:5][CH:4]=1.Cl.Cl[CH2:40][CH2:41][N:42]1[CH2:47][CH2:46][CH2:45][CH2:44][CH2:43]1>>[CH2:2]([O:9][C:10]1[CH:19]=[CH:18][CH:17]=[C:16]2[C:11]=1[CH2:12][CH2:13][CH2:14][CH:15]2[C:20]([N:22]([C:29]1[CH:30]=[N:31][C:32]([CH:35]([CH3:37])[CH3:36])=[CH:33][CH:34]=1)[CH2:23][C:24]1[CH:25]=[N:26][N:27]([CH2:40][CH2:41][N:42]2[CH2:47][CH2:46][CH2:45][CH2:44][CH2:43]2)[CH:28]=1)=[O:21])[C:3]1[CH:8]=[CH:7][CH:6]=[CH:5][CH:4]=1 |f:0.1,2.3|. Reported procedure: By the reaction and treatment in the same manner as in Example 271 using 5-benzyloxy-N-(6-isopropylpyridin-3-yl)-N-[(pyrazol-4-yl)methyl]-1,2,3,4-tetrahydronaphthalene-1-carboxamide hydrochloride (0.77 g) and 1-(2-chloroethyl)piperidine hydrochloride (0.55 g) as starting materials, 5-benzyloxy-N-(6-isopropylpyridin-3-yl)-N-{[1-(2-piperidinoethyl)pyrazol-4-yl]methyl}-1,2,3,4-tetrahydronaphthalene-1-carboxamide (0.76 g) was obtained. By the reaction and treatment of this compound in the same manne...